Dataset: the Open Reaction Database (ORD), a public repository of structured organic reaction records. Task: describe an organic reaction: reactants, conditions, products, and yield The reactants are C(CCCCCCC)C1CC2=CC=C(C=C2C1)B(O)O (2-octylindan-5-boronic acid), BrC=1C=C2CC(CC2=CC1)CCCCCCCC (5-bromo-2-octylindan), C(C)O (ethanol), C([O-])([O-])=O.[Na+].[Na+] (sodium carbonate), ice water. Reagents/catalysts: [Pd].C1(=CC=CC=C1)P(C1=CC=CC=C1)C1=CC=CC=C1.C1(=CC=CC=C1)P(C1=CC=CC=C1)C1=CC=CC=C1.C1(=CC=CC=C1)P(C1=CC=CC=C1)C1=CC=CC=C1.C1(=CC=CC=C1)P(C1=CC=CC=C1)C1=CC=CC=C1 (tetrakis (triphenylphosphine) palladium). The solvent is C1=CC=CC=C1 (benzene). The product is 5,5'-bi-2-octyl, C1CCC2=CC=CC=C12 (indan). Yield: 83.0%. RXN SMILES: C([CH:9]1[CH2:17][C:16]2[C:11](=[CH:12][CH:13]=[C:14](B(O)O)[CH:15]=2)[CH2:10]1)CCCCCCC.BrC1C=C2C(=CC=1)CC(CCCCCCCC)C2.C(O)C.C(=O)([O-])[O-].[Na+].[Na+]>[Pd].C1(P(C2C=CC=CC=2)C2C=CC=CC=2)C=CC=CC=1.C1(P(C2C=CC=CC=2)C2C=CC=CC=2)C=CC=CC=1.C1(P(C2C=CC=CC=2)C2C=CC=CC=2)C=CC=CC=1.C1(P(C2C=CC=CC=2)C2C=CC=CC=2)C=CC=CC=1.C1C=CC=CC=1>[CH2:17]1[C:16]2[C:11](=[CH:12][CH:13]=[CH:14][CH:15]=2)[CH2:10][CH2:9]1 |f:3.4.5,6.7.8.9.10|. Procedure: Then, 0.89 g (3.2 mM) of 2-octylindan-5-boronic acid, 1.00 g (3.2 mM) of 5-bromo-2-octylindan, 2 ml of ethanol, 4 ml of benzene, 4 ml of 2M-sodium carbonate aqueous solution and 0.12 g of tetrakis(triphenylphosphine)palladium (O) were mixed and heat-refluxed for 1.5 hours under stirring. After the reaction, the reaction mixture was poured into ice water to precipitate a crystal. The crystal was recovered by filtration under reduced pressure and purified by silica gel column chromatography (eluen... Starting materials: CCO, CCCCCCCCCCCCC1=C(Cl)C(=O)c2ccccc2C1=O, [Na]. Yields the product CCCCCCCCCCCCC1=C(OCC)C(=O)c2ccccc2C1=O. RXN SMILES: [CH2:27]([CH3:28])[OH:29].[Cl:1][C:2]1=[C:3]([CH2:14][CH2:15][CH2:16][CH2:17][CH2:18][CH2:19][CH2:20][CH2:21][CH2:22][CH2:23][CH2:24][CH3:25])[C:4](=[O:13])[c:5]2[cH:6][cH:7][cH:8][cH:9][c:10]2[C:11]1=[O:12].[Na:26]>>[C:2]1([O:29][CH2:27][CH3:28])=[C:3]([CH2:14][CH2:15][CH2:16][CH2:17][CH2:18][CH2:19][CH2:20][CH2:21][CH2:22][CH2:23][CH2:24][CH3:25])[C:4](=[O:13])[c:5]2[cH:6][cH:7][cH:8][cH:9][c:10]2[C:11]1=[O:12].